This data is from the Open Reaction Database (ORD), a public repository of structured organic reaction records. The task is: describe an organic reaction: reactants, conditions, products, and yield Reactants: [BH4-], COC(=O)c1sc(-c2ccccc2)cc1N(C(=O)C1CCC(C)CC1)C1CCC(=O)CC1, CO, [Na+]. The product is COC(=O)c1sc(-c2ccccc2)cc1N(C(=O)C1CCC(C)CC1)C1CCC(O)CC1. As a reaction SMILES: [BH4-:33].[CH3:1][O:2][C:3](=[O:4])[c:5]1[s:6][c:7](-[c:27]2[cH:28][cH:29][cH:30][cH:31][cH:32]2)[cH:8][c:9]1[N:10]([CH:11]1[CH2:12][CH2:13][C:14](=[O:17])[CH2:15][CH2:16]1)[C:18](=[O:19])[CH:20]1[CH2:21][CH2:22][CH:23]([CH3:26])[CH2:24][CH2:25]1.[CH3:35][OH:36].[Na+:34]>>[CH3:1][O:2][C:3](=[O:4])[c:5]1[s:6][c:7](-[c:27]2[cH:28][cH:29][cH:30][cH:31][cH:32]2)[cH:8][c:9]1[N:10]([CH:11]1[CH2:12][CH2:13][CH:14]([OH:17])[CH2:15][CH2:16]1)[C:18](=[O:19])[CH:20]1[CH2:21][CH2:22][CH:23]([CH3:26])[CH2:24][CH2:25]1. Reactants: C(#N)CC1=NOC(=N1)C(C1=CC(=C(C=C1)C1=CC=CC=C1)F)C (3-cyanomethyl-5-(3-fluoro-4-phenyl-α-methylbenzyl)-1,2,4-oxadiazole), [OH-].[K+] (potassium hydroxide), CO (methanol). The solvent is O (water), O (water). Product: C(=O)(O)CC1=NOC(=N1)C(C1=CC(=C(C=C1)C1=CC=CC=C1)F)C (3-carboxymethyl-5-(3-fluoro-4-phenyl-α-methylbenzyl)-1,2,4-oxadiazole). RXN SMILES: [C:1]([CH2:3][C:4]1[N:8]=[C:7]([CH:9]([CH3:23])[C:10]2[CH:15]=[CH:14][C:13]([C:16]3[CH:21]=[CH:20][CH:19]=[CH:18][CH:17]=3)=[C:12]([F:22])[CH:11]=2)[O:6][N:5]=1)#N.[OH-:24].[K+].C[OH:27]>O>[C:1]([CH2:3][C:4]1[N:8]=[C:7]([CH:9]([CH3:23])[C:10]2[CH:15]=[CH:14][C:13]([C:16]3[CH:21]=[CH:20][CH:19]=[CH:18][CH:17]=3)=[C:12]([F:22])[CH:11]=2)[O:6][N:5]=1)([OH:27])=[O:24] |f:1.2|. Procedure details: To a solution of 1.4 g of 3-cyanomethyl-5-(3-fluoro-4-phenyl-α-methylbenzyl)-1,2,4-oxadiazole obtained in Example 38 in 50 ml of methanol was added a solution of 2.56 g of potassium hydroxide in 23 g of water. After stirring under reflux for 4 hours, the reaction mixture was cooled, diluted with water and extracted with chloroform. The organic phase was washed with water, dried over sodium sulfate and evaporated. The residue was chromatographed over silica gel using chloroformmethanol (20:1, v/v...